Dataset: the Open Reaction Database (ORD), a public repository of structured organic reaction records. Task: describe an organic reaction: reactants, conditions, products, and yield Reactants: CO (MeOH), [OH-].[Na+] (NaOH), OCC1CN(CC1)C1=CC=C(C(=N1)C(=O)NC1=C(C=C(C(=O)OC)C=C1C)C)C (methyl 4-[[6-[3-(hydroxymethyl)pyrrolidin-1-yl]-3-methyl-pyridine-2-carbonyl]amino]-3,5-dimethyl-benzoate). The solvent is O (H2O), C1CCOC1 (THF). Reaction conditions: time 8 hour. The product is OCC1CN(CC1)C1=CC=C(C(=N1)C(=O)NC1=C(C=C(C(=O)O)C=C1C)C)C (4-[[6-[3-(hydroxymethyl)pyrrolidin-1-yl]-3-methyl-pyridine-2-carbonyl]amino]-3,5-dimethyl-benzoic acid). The yield is 21.6%. RXN SMILES: [OH-].[Na+].[OH:3][CH2:4][CH:5]1[CH2:9][CH2:8][N:7]([C:10]2[N:15]=[C:14]([C:16]([NH:18][C:19]3[C:28]([CH3:29])=[CH:27][C:22]([C:23]([O:25]C)=[O:24])=[CH:21][C:20]=3[CH3:30])=[O:17])[C:13]([CH3:31])=[CH:12][CH:11]=2)[CH2:6]1.CO>O.C1COCC1>[OH:3][CH2:4][CH:5]1[CH2:9][CH2:8][N:7]([C:10]2[N:15]=[C:14]([C:16]([NH:18][C:19]3[C:20]([CH3:30])=[CH:21][C:22]([C:23]([OH:25])=[O:24])=[CH:27][C:28]=3[CH3:29])=[O:17])[C:13]([CH3:31])=[CH:12][CH:11]=2)[CH2:6]1 |f:0.1|. Procedure: A solution of NaOH (0.16 g) in H2O (1 ml) is added to a stirred solution of methyl 4-[[6-[3-(hydroxymethyl)pyrrolidin-1-yl]-3-methyl-pyridine-2-carbonyl]amino]-3,5-dimethyl-benzoate (0.35 g, 0.88 mmol) in THF:MeOH (5 ml:1 ml). After 8 hours at ambient temperature, the organic solvent is removed under reduced pressure and the residue is diluted with water, acidified to pH 3 with aqueous citric acid solution, and extracted with ethyl acetate (2×10 ml). The organic layers are combined and dried ove... Product: FC(C=1C=C(C=CC1)N1C(N(CC2=C1N=CC=C2)CC)=O)(F)F (1-(m-trifluoromethylphenyl)-3-ethyl-2-oxo-1,2,3,4-tetrahydropyrido[2,3-d]pyrimidine). Procedure details: To a mixture of 2.9 g of 1-(m-trifluoromethylphenyl)-2-oxo-1,2,3,4-tetrahydropyrido[2,3-d]pyrimidine, 25 ml of dimethylformamide and 4.4 g of dimethylformamide diethylacetal was reacted at 145° - 150° C for 5 hours. After the reaction was complete, the solvent was distilled off from the mixture under reduced pressure. The residue thus obtained was diluted with water, extracted with ether and dehydrated. The ether solution was applied on a column of alumina and then eluted with ether. The eluate ... Run in O (water). As a reaction SMILES: [F:1][C:2]([F:21])([F:20])[C:3]1[CH:4]=[C:5]([N:9]2[C:14]3[N:15]=[CH:16][CH:17]=[CH:18][C:13]=3[CH2:12][NH:11][C:10]2=[O:19])[CH:6]=[CH:7][CH:8]=1.CN(C)C=O.[CH2:27](OC(OCC)N(C)C)[CH3:28]>O>[F:21][C:2]([F:20])([F:1])[C:3]1[CH:4]=[C:5]([N:9]2[C:14]3[N:15]=[CH:16][CH:17]=[CH:18][C:13]=3[CH2:12][N:11]([CH2:27][CH3:28])[C:10]2=[O:19])[CH:6]=[CH:7][CH:8]=1. Isolated yield 18.9%. Reactants: FC(C=1C=C(C=CC1)N1C(NCC2=C1N=CC=C2)=O)(F)F (1-(m-trifluoromethylphenyl)-2-oxo-1,2,3,4-tetrahydropyrido[2,3-d]pyrimidine), CN(C=O)C (dimethylformamide), C(C)OC(N(C)C)OCC (dimethylformamide diethylacetal). Starting materials: [N+](=O)([O-])C1=C(C=CC=C1)OC (2-nitroanisole), ClC(C(=O)OC)Cl (methyl dichloroacetate), CC(C)([O-])C.[K+] (potassium t-butoxide). Reaction SMILES: CC(C)([O-])C.[K+].[N+:7]([C:10]1[CH:15]=[CH:14][CH:13]=[CH:12][C:11]=1[O:16][CH3:17])([O-:9])=[O:8].[Cl:18][CH:19](Cl)[C:20]([O:22][CH3:23])=[O:21]>C(O)(=O)C>[Cl:18][CH:19]([C:13]1[CH:14]=[CH:15][C:10]([N+:7]([O-:9])=[O:8])=[C:11]([O:16][CH3:17])[CH:12]=1)[C:20]([O:22][CH3:23])=[O:21] |f:0.1|. Solvent: C(C)(=O)O (acetic acid), dimethylformamide(6.61). Product: ClC(C(=O)OC)C1=CC(=C(C=C1)[N+](=O)[O-])OC (methyl α-chloro-3-methoxy-4-nitrophenylacetate). Reported procedure: A suspension of potassium t-butoxide (1.44 kg) in dimethylformamide(6.61), cooled to −5° C. to −10° C., was treated with a mixture of 2-nitroanisole (690 g) and methyl dichloroacetate (915 g) over 4 hours, whilst maintaining the temperature below −5° C. The reaction mixture was then treated with acetic acid (770 ml), then with water (6.6 l) and then extracted three times with tert-butyl methyl ether (5.5 l). The combined extracts were washed with water (5.5 l), then with saturated sodium bicarbo... The reactants are ClC1=C(C=C(C=C1)NC(C1=CC(=CC=C1)C(C)(C)C#N)=O)OC1=NC=C(C=C1)[N+](=O)[O-] (N-{4-chloro-3-[(5-nitropyridin-2--yl)oxy]phenyl}-3-(1-cyano-1-methylethyl)benzamide), [Cl-].[Ca+2].[Cl-] (calcium chloride), reduced iron, O (water). Run in C(C)O (ethanol). Conditions: temperature 90 celsius. Yields the product NC=1C=CC(=NC1)OC=1C=C(C=CC1Cl)NC(C1=CC(=CC=C1)C(C)(C)C#N)=O (N-{3-[(5-aminopyridin-2-yl)oxy]-4-chlorophenyl}-3-(1-cyano-1-methylethyl)benzamide). Yield: 62.3%. As a reaction SMILES: [Cl:1][C:2]1[CH:7]=[CH:6][C:5]([NH:8][C:9](=[O:21])[C:10]2[CH:15]=[CH:14][CH:13]=[C:12]([C:16]([C:19]#[N:20])([CH3:18])[CH3:17])[CH:11]=2)=[CH:4][C:3]=1[O:22][C:23]1[CH:28]=[CH:27][C:26]([N+:29]([O-])=O)=[CH:25][N:24]=1.[Cl-].[Ca+2].[Cl-].O>C(O)C>[NH2:29][C:26]1[CH:27]=[CH:28][C:23]([O:22][C:3]2[CH:4]=[C:5]([NH:8][C:9](=[O:21])[C:10]3[CH:15]=[CH:14][CH:13]=[C:12]([C:16]([C:19]#[N:20])([CH3:17])[CH3:18])[CH:11]=3)[CH:6]=[CH:7][C:2]=2[Cl:1])=[N:24][CH:25]=1 |f:1.2.3|. Procedure: A suspension of N-{4-chloro-3-[(5-nitropyridin-2--yl)oxy]phenyl}-3-(1-cyano-1-methylethyl)benzamide (2.5 g, 5.72 mmol), calcium chloride (2.00 g, 17.2 mmol) and reduced iron (1.43 g, 25.7 mmol) in ethanol (35 mL)/water (5 mL) was stirred with heating at 90° C. for 4 hr. After the reaction mixture was cooled to room temperature, the insoluble material was filtered off through a pad filled with celite, and washed with ethyl acetate. The filtrate and the washing fluid were combined, and concentrate... Reactants: Cc1cc(OCc2c(C(C)C)nnn2-c2c(Cl)cccc2Cl)ccc1C(C)(C)O, [I-], [I-], COC(=O)c1ccc(S)cc1, [Zn+2]. The product is COC(=O)c1ccc(SC(C)(C)c2ccc(OCc3c(C(C)C)nnn3-c3c(Cl)cccc3Cl)cc2C)cc1. As a reaction SMILES: [Cl:1][c:2]1[c:3](-[n:9]2[n:10][n:11][c:12]([CH:27]([CH3:28])[CH3:29])[c:13]2[CH2:14][O:15][c:16]2[cH:17][c:18]([CH3:26])[c:19]([C:22]([CH3:23])([CH3:24])[OH:25])[cH:20][cH:21]2)[c:4]([Cl:8])[cH:5][cH:6][cH:7]1.[I-:41].[I-:43].[SH:30][c:31]1[cH:32][cH:33][c:34]([C:35](=[O:36])[O:37][CH3:38])[cH:39][cH:40]1.[Zn+2:42]>>[Cl:1][c:2]1[c:3](-[n:9]2[n:10][n:11][c:12]([CH:27]([CH3:28])[CH3:29])[c:13]2[CH2:14][O:15][c:16]2[cH:17][c:18]([CH3:26])[c:19]([C:22]([CH3:23])([CH3:24])[S:30][c:31]3[cH:32][cH:33][c:34]([C:35](=[O:36])[O:37][CH3:38])[cH:39][cH:40]3)[cH:20][cH:21]2)[c:4]([Cl:8])[cH:5][cH:6][cH:7]1. Starting materials: [H][H] (hydrogen), ClC1=CC=C(CN2C(N=C(N=C2)N2CC=C(C(C2)O)C2=CC=C(C=C2)F)=O)C=C1 (1-(4-chlorobenzyl)-4-[4-(4-fluorophenyl)-5-hydroxy-5,6-dihydropyridin-1(2H)-yl]-1,3,5-triazin-2(1H)-one), CO (methanol). The reagents and catalysts are [Pd] (palladium-activated carbon). Run in ClCCl (dichloromethane). Product: ClC1=CC=C(CN2C(N=C(N=C2)N2CC(C(CC2)C2=CC=C(C=C2)F)O)=O)C=C1 (1-(4-Chlorobenzyl)-4-[4-(4-fluorophenyl)-3-hydroxypiperidin-1-yl]-1,3,5-triazin-2(1H)-one). The yield is 71.5%. As a reaction SMILES: [Cl:1][C:2]1[CH:29]=[CH:28][C:5]([CH2:6][N:7]2[CH:12]=[N:11][C:10]([N:13]3[CH2:18][CH:17]([OH:19])[C:16]([C:20]4[CH:25]=[CH:24][C:23]([F:26])=[CH:22][CH:21]=4)=[CH:15][CH2:14]3)=[N:9][C:8]2=[O:27])=[CH:4][CH:3]=1.CO.[H][H]>[Pd].ClCCl>[Cl:1][C:2]1[CH:29]=[CH:28][C:5]([CH2:6][N:7]2[CH:12]=[N:11][C:10]([N:13]3[CH2:14][CH2:15][CH:16]([C:20]4[CH:25]=[CH:24][C:23]([F:26])=[CH:22][CH:21]=4)[CH:17]([OH:19])[CH2:18]3)=[N:9][C:8]2=[O:27])=[CH:4][CH:3]=1. Procedure: A solution of 1-(4-chlorobenzyl)-4-[4-(4-fluorophenyl)-5-hydroxy-5,6-dihydropyridin-1(2H)-yl]-1,3,5-triazin-2(1H)-one (10 mg, 0.03 mmol) synthesized in Reference Synthesis Example 90 and palladium-activated carbon (3 mg) in a solvent mixture of methanol (5 mL) and dichloromethane (5 mL) was stirred in a hydrogen atmosphere for 3 days. After the completion of the reaction, the reaction solution was filtered through Celite and the filtrate was concentrated under reduced pressure to obtain the titl...